From a dataset of the Open Reaction Database (ORD), a public repository of structured organic reaction records. describe an organic reaction: reactants, conditions, products, and yield The reactants are CC(Br)c1ccnc2ncnn12, COCCOC, Oc1ccc(C(F)(F)F)cc1, [H-], [Na+]. The product is CC(Oc1ccc(C(F)(F)F)cc1)c1ccnc2ncnn12. RXN SMILES: [Br:14][CH:15]([CH3:16])[c:17]1[cH:18][cH:19][n:20][c:21]2[n:22]1[n:23][cH:24][n:25]2.[CH3:26][O:27][CH2:28][CH2:29][O:30][CH3:31].[F:1][C:2]([c:3]1[cH:4][cH:5][c:6]([OH:9])[cH:7][cH:8]1)([F:10])[F:11].[H-:12].[Na+:13]>>[F:1][C:2]([c:3]1[cH:4][cH:5][c:6]([O:9][CH:15]([CH3:16])[c:17]2[cH:18][cH:19][n:20][c:21]3[n:22]2[n:23][cH:24][n:25]3)[cH:7][cH:8]1)([F:10])[F:11]. Reactants: CC(=O)[O-], CC(=O)O, CN1CC(Cl)(Cl)C(=O)Nc2ccccc21, [H][H], [Na+]. The product is CN1CC(Cl)C(=O)Nc2ccccc21. RXN SMILES: [CH3:17][C:18](=[O:19])[O-:20].[CH3:23][C:24](=[O:25])[OH:26].[Cl:1][C:2]1([Cl:15])[CH2:3][N:4]([CH3:14])[c:5]2[c:6]([cH:10][cH:11][cH:12][cH:13]2)[NH:7][C:8]1=[O:9].[H:21][H:22].[Na+:16]>>[Cl:1][CH:2]1[CH2:3][N:4]([CH3:14])[c:5]2[c:6]([cH:10][cH:11][cH:12][cH:13]2)[NH:7][C:8]1=[O:9]. Starting materials: FC1=C(C(=O)CCC(=O)OC)C=CC(=C1)NCCCCCCCCCCCCCCCC (methyl 3-[2-fluoro-4-(hexadecylamino)benzoyl]propionate), C(C)O (ethanol), Cl (hydrochloric acid), [OH-].[K+] (potassium hydroxide), C(C)O (ethanol). Run in O (water). Yields the product FC1=C(C(=O)CCC(=O)O)C=CC(=C1)NCCCCCCCCCCCCCCCC (3-[2-fluoro-4-(hexadecylamino)benzoyl]propionic acid). Reaction SMILES: [F:1][C:2]1[CH:15]=[C:14]([NH:16][CH2:17][CH2:18][CH2:19][CH2:20][CH2:21][CH2:22][CH2:23][CH2:24][CH2:25][CH2:26][CH2:27][CH2:28][CH2:29][CH2:30][CH2:31][CH3:32])[CH:13]=[CH:12][C:3]=1[C:4]([CH2:6][CH2:7][C:8]([O:10]C)=[O:9])=[O:5].[OH-].[K+].C(O)C.Cl>O>[F:1][C:2]1[CH:15]=[C:14]([NH:16][CH2:17][CH2:18][CH2:19][CH2:20][CH2:21][CH2:22][CH2:23][CH2:24][CH2:25][CH2:26][CH2:27][CH2:28][CH2:29][CH2:30][CH2:31][CH3:32])[CH:13]=[CH:12][C:3]=1[C:4]([CH2:6][CH2:7][C:8]([OH:10])=[O:9])=[O:5] |f:1.2|. Procedure: A solution of 5.4 g. of methyl 3-[2-fluoro-4-(hexadecylamino)benzoyl]propionate is stirred with 5.4 g. of potassium hydroxide in 100 ml. of 95% ethanol for 3 hours at reflux. The reaction mixture is cooled, diluted with 50 ml. of ethanol and 100 ml. of water, and neutralized with hydrochloric acid. The solution is cooled to room temperature and filtered. The white solid is washed with 50% aqueous ethanol and dried. The product is recrystallized from ethanol to yield 3-[2-fluoro-4-(hexadecylamino... Starting materials: CC(C)(C)OC(=O)NCc1ccc(Br)cc1F, CC(C)(C)CC=O, CCOCC, [Li]CCCC. The product is CC(C)(C)CC(O)c1ccc(CNC(=O)OC(C)(C)C)c(F)c1. RXN SMILES: [Br:6][c:7]1[cH:8][c:9]([F:22])[c:10]([CH2:11][NH:12][C:13](=[O:14])[O:15][C:16]([CH3:17])([CH3:18])[CH3:19])[cH:20][cH:21]1.[CH3:23][C:24]([CH2:25][CH:26]=[O:27])([CH3:28])[CH3:29].[CH3:30][CH2:31][O:32][CH2:33][CH3:34].[Li:1][CH2:2][CH2:3][CH2:4][CH3:5]>>[c:7]1([CH:26]([CH2:25][C:24]([CH3:23])([CH3:28])[CH3:29])[OH:27])[cH:8][c:9]([F:22])[c:10]([CH2:11][NH:12][C:13](=[O:14])[O:15][C:16]([CH3:17])([CH3:18])[CH3:19])[cH:20][cH:21]1. The reactants are Cc1cccnc1CN, Nc1nc(C(=O)O)cc(-c2ccco2)n1, CN(C)C=O. Product: Cc1cccnc1CNC(=O)c1cc(-c2ccco2)nc(N)n1. RXN SMILES: [CH3:16][c:17]1[c:18]([CH2:23][NH2:24])[n:19][cH:20][cH:21][cH:22]1.[NH2:1][c:2]1[n:3][c:4](-[c:11]2[o:12][cH:13][cH:14][cH:15]2)[cH:5][c:6]([C:8](=[O:9])[OH:10])[n:7]1.[O:25]=[CH:26][N:27]([CH3:28])[CH3:29]>>[NH2:1][c:2]1[n:3][c:4](-[c:11]2[o:12][cH:13][cH:14][cH:15]2)[cH:5][c:6]([C:8](=[O:10])[NH:24][CH2:23][c:18]2[c:17]([CH3:16])[cH:22][cH:21][cH:20][n:19]2)[n:7]1. Reactants: CN1C[C@H](C[C@@H]2C=3C=C(C=C4NCC(C[C@@H]12)C34)[N+](=O)[O-])NC(N(CC)CC)=O (3-(2,3-dihydro-6-methyl-13-nitro-8α-ergolinyl)-1,1-diethylurea), pyrolusite. The solvent is C(Cl)Cl (methylene chloride). Reaction conditions: time 2 hour. Yields the product CN1C[C@H](C[C@@H]2C=3C=C(C=C4NC=C(C[C@@H]12)C34)[N+](=O)[O-])NC(N(CC)CC)=O (3-(6-methyl-13-nitro-8α-ergolinyl)-1,1-diethylurea). The yield is 54.5%. Reaction SMILES: [CH3:1][N:2]1[C@H:16]2[C@@H:6]([C:7]3[CH:8]=[C:9]([N+:18]([O-:20])=[O:19])[CH:10]=[C:11]4[C:17]=3[CH:14]([CH2:15]2)[CH2:13][NH:12]4)[CH2:5][C@H:4]([NH:21][C:22](=[O:28])[N:23]([CH2:26][CH3:27])[CH2:24][CH3:25])[CH2:3]1>C(Cl)Cl>[CH3:1][N:2]1[C@H:16]2[C@@H:6]([C:7]3[CH:8]=[C:9]([N+:18]([O-:20])=[O:19])[CH:10]=[C:11]4[C:17]=3[C:14]([CH2:15]2)=[CH:13][NH:12]4)[CH2:5][C@H:4]([NH:21][C:22](=[O:28])[N:23]([CH2:26][CH3:27])[CH2:24][CH3:25])[CH2:3]1. Procedure: One millimole of 3-(2,3-dihydro-6-methyl-13-nitro-8α-ergolinyl)-1,1-diethylurea is dissolved in 10 ml of methylene chloride, and 2 g of pyrolusite in solid form is added thereto. The mixture is then stirred for 2 hours at room temperature. After removing excess pyrolusite by filtration, the filtrate is evaporated. The residue is chromatographed on silica gel with methylene chloride/methanol (5%), thus obtaining 210 mg of 3-(6-methyl-13-nitro-8α-ergolinyl)-1,1-diethylurea. Starting materials: CNC(=O)C1=NNC=C1C=NC (N-methyl-4-((methylimino)methyl)-1H-pyrazole-3-carboxamide), C(=O)(C(F)(F)F)O (TFA). The solvent is C1CCOC1 (THF), O (H2O). Conditions: time 8 hour. Yields the product C(=O)C=1C(=NNC1)C(=O)NC (4-formyl-N-methyl-1H-pyrazole-3-carboxamide). Yield: 81.6%. RXN SMILES: [CH3:1][NH:2][C:3]([C:5]1[C:9]([CH:10]=NC)=[CH:8][NH:7][N:6]=1)=[O:4].C(O)(C(F)(F)F)=[O:14]>C1COCC1.O>[CH:10]([C:9]1[C:5]([C:3]([NH:2][CH3:1])=[O:4])=[N:6][NH:7][CH:8]=1)=[O:14]. Procedure details: To a solution of product (3-B) (17.1 g, 0.1 mol) in THF (100 mL) was added drop-wise a solution of TFA (57 g, 0.5 mol) in H2O (100 mL) at rt. The reaction mixture was stirred overnight at rt. The yellow precipitate was filtered, washed with H2O, and dried in air to give crude product (3-C) (12.5 g, 82%, for two steps) as a light yellow solid. 1H NMR (300 MHz, d-DMSO): δ 13.93 (br, 1H), 10.33 (br, 1H), 8.52 (br, 1H), 8.44 (s, 1H), 2.79 (d, 3H). LC-MS (M+H)+=154. Starting materials: C(C1=CC=CC=C1)N1[C@@]2([C@@H](CC[C@H]1[C@@H](C2)C=2NC=C(C2)SC)OCC2=CC(=CC(=C2)C(F)(F)F)C(F)(F)F)C2=CC=CC=C2 ((1R*,2R*,5S*,6R*)-8-Benzyl-2-{[3,5-bis(trifluoromethyl)phenyl]methoxy}-6-[4-methylthioazol-2-yl]-1-phenyl-8-azabicyclo[3.2.1]octane), Cl (HCl). The solvent is C(C)OCC (diethyl ether). Run at time 30 minute. The product is FC(C=1C=C(C=C(C1)C(F)(F)F)CO[C@H]1[C@@]2(C[C@H]([C@H](CC1)N2)C=2NC=C(C2)SC)C2=CC=CC=C2)(F)F ((1R*,2R*,5S*,6R*)-2-{[3,5-Bis(trifluoromethyl)phenyl]methoxy}-6-[4-methylthioazol-2-yl]-1-phenyl-8-azabicyclo[3.2.1]octane). Isolated yield 34.3%. RXN SMILES: C([N:8]1[C@@H:13]2[C@H:14]([C:16]3[NH:17][CH:18]=[C:19]([S:21][CH3:22])[CH:20]=3)[CH2:15][C@@:9]1([C:39]1[CH:44]=[CH:43][CH:42]=[CH:41][CH:40]=1)[C@H:10]([O:23][CH2:24][C:25]1[CH:30]=[C:29]([C:31]([F:34])([F:33])[F:32])[CH:28]=[C:27]([C:35]([F:38])([F:37])[F:36])[CH:26]=1)[CH2:11][CH2:12]2)C1C=CC=CC=1.Cl>C(OCC)C>[F:38][C:35]([F:36])([F:37])[C:27]1[CH:26]=[C:25]([CH2:24][O:23][C@@H:10]2[CH2:11][CH2:12][C@@H:13]3[NH:8][C@@:9]2([C:39]2[CH:40]=[CH:41][CH:42]=[CH:43][CH:44]=2)[CH2:15][C@H:14]3[C:16]2[NH:17][CH:18]=[C:19]([S:21][CH3:22])[CH:20]=2)[CH:30]=[C:29]([C:31]([F:34])([F:32])[F:33])[CH:28]=1. Procedure details: A solution of (1R*,2R*,5S*,6R*)-8-Benzyl-2-{[3,5-bis(trifluoromethyl)phenyl]-methoxy}-6-[4-methylthioazol-2-yl]-1-phenyl-8-azabicyclo[3.2.1]octane (Example 78; 50 mg, 0.081 mmol) in diethyl ether (2 ml) was treated 1M etheral HCl (0.3 ml). The mixture was concentrated in vacuo. The residue was treated with 10% palladium on charcoal (180 mg) ethanol (10 ml) was stirred under hydrogen atmosphere (1 atm) at +65° C. for 30 minutes. The reaction mixture was cooled to room temperature, flushed with ni... Yields the product CC(=O)OC(COc1cccc2c1CC=CC2)CN1CCCC1. RXN SMILES: [CH3:21][C:22]([O-:23])=[O:24].[CH3:25][C:26]([O:27][C:28](=[O:29])[CH3:30])=[O:31].[OH2:32].[c:1]1([O:11][CH2:12][CH:13]([CH2:14][N:15]2[CH2:16][CH2:17][CH2:18][CH2:19]2)[OH:20])[cH:2][cH:3][cH:4][c:5]2[c:10]1[CH2:9][CH:8]=[CH:7][CH2:6]2>>[c:1]1([O:11][CH2:12][CH:13]([CH2:14][N:15]2[CH2:16][CH2:17][CH2:18][CH2:19]2)[O:20][C:22]([CH3:21])=[O:23])[cH:2][cH:3][cH:4][c:5]2[c:10]1[CH2:9][CH:8]=[CH:7][CH2:6]2. Starting materials: CC(=O)[O-], CC(=O)OC(C)=O, O, OC(COc1cccc2c1CC=CC2)CN1CCCC1.